Task: describe an organic reaction: reactants, conditions, products, and yield. Dataset: the Open Reaction Database (ORD), a public repository of structured organic reaction records Starting materials: COC(=O)C(Cc1ccc(F)cc1)NC(=O)CNC(=O)OC(C)(C)C, COC(=O)C(Cc1ccccc1)NC(=O)CNC(=O)OC(C)(C)C. Product: CC(C)(C)OC(=O)NCC(=O)NC(Cc1ccc(F)cc1)C(=O)O. RXN SMILES: [CH3:1][O:2][C:3]([CH:4]([NH:5][C:6]([CH2:7][NH:8][C:9](=[O:10])[O:11][C:12]([CH3:13])([CH3:14])[CH3:15])=[O:16])[CH2:17][c:18]1[cH:19][cH:20][c:21]([F:24])[cH:22][cH:23]1)=[O:25].[CH3:26][O:27][C:28](=[O:29])[CH:30]([CH2:31][c:32]1[cH:33][cH:34][cH:35][cH:36][cH:37]1)[NH:38][C:39](=[O:40])[CH2:41][NH:42][C:43]([O:44][C:45]([CH3:46])([CH3:47])[CH3:48])=[O:49]>>[O:2]=[C:3]([CH:4]([NH:5][C:6]([CH2:7][NH:8][C:9](=[O:10])[O:11][C:12]([CH3:13])([CH3:14])[CH3:15])=[O:16])[CH2:17][c:18]1[cH:19][cH:20][c:21]([F:24])[cH:22][cH:23]1)[OH:25]. The reactants are BrC=1C=CC(=NC1)C(=O)N[C@@H](C)C1CC1 (5-bromo-N-[(1S)-1-cyclopropylethy]pyridine-2-carboxamide), Cl.Cl.C[Si](CCOCN1C=CC2=C1N=CN=C2C=2C=NN(C2)C2(CNC2)CC#N)(C)C ({3-[4-(7-{[2-(trimethylsilyl)ethoxy]methyl}-7H-pyrrolo[2,3-d]pyrimidin-4-yl)-1H-pyrazol-1-yl]azetidin-3-yl}acetonitrile dihydrochloride). The product is C(#N)CC1(CN(C1)C=1C=CC(=NC1)C(=O)N[C@@H](C)C1CC1)N1N=CC(=C1)C=1C2=C(N=CN1)NC=C2 (5-{3-(Cyanomethyl)-3-[4-(7H-pyrrolo[2,3-d]pyrimidin-4-yl)-1H-pyrazol-1-yl]azetidin-1-yl}-N-[(1S)-1-cyclopropylethyl]pyridine-2-carboxamide). Reaction SMILES: Br[C:2]1[CH:3]=[CH:4][C:5]([C:8]([NH:10][C@H:11]([CH:13]2[CH2:15][CH2:14]2)[CH3:12])=[O:9])=[N:6][CH:7]=1.Cl.Cl.C[Si](C)(C)CCOC[N:24]1[C:28]2[N:29]=[CH:30][N:31]=[C:32]([C:33]3[CH:34]=[N:35][N:36]([C:38]4([CH2:42][C:43]#[N:44])[CH2:41][NH:40][CH2:39]4)[CH:37]=3)[C:27]=2[CH:26]=[CH:25]1>>[C:43]([CH2:42][C:38]1([N:36]2[CH:37]=[C:33]([C:32]3[C:27]4[CH:26]=[CH:25][NH:24][C:28]=4[N:29]=[CH:30][N:31]=3)[CH:34]=[N:35]2)[CH2:41][N:40]([C:2]2[CH:3]=[CH:4][C:5]([C:8]([NH:10][C@H:11]([CH:13]3[CH2:15][CH2:14]3)[CH3:12])=[O:9])=[N:6][CH:7]=2)[CH2:39]1)#[N:44] |f:1.2.3|. Procedure: This compound was prepared by using procedures analogous to those described for the synthesis of Example 3, Step 2-3 starting from 5-bromo-N-[(1S)-1-cyclopropylethyl]pyridine-2-carboxamide (Example 2, Step 1) and {3-[4-(7-{[2-(trimethylsilyl)ethoxy]methyl}-7H-pyrrolo[2,3-d]pyrimidin-4-yl)-1H-pyrazol-1-yl]azetidin-3-yl}acetonitrile dihydrochloride. LCMS (M+H)+: m/z=468.2. 1H NMR (400 MHz, DMSO-d6): δ 12.60 (s, 1H), 9.14 (s, 1H), 8.90 (s, 1H), 8.60 (s, 1H), 8.26 (d, J=8.0 Hz, 1H), 7.97 (d, J=3.0 H... Starting materials: [BH4-].[Na+] (sodium borohydride), C(C=C)[C@@H](O)[C@H]1[C@@H]([C@H](OCC1)O[C@H](C)C1=CC(=CC(=C1)C(F)(F)F)C(F)(F)F)C1=CC=CC=C1 ((2R,3R,4R,αR)-α-2-Propenyl-2-{(1R)-1-[3,5-bis(trifluoromethyl)phenyl]ethoxy}-tetrahydro-3-phenyl-2H-pyran-4-methanol), ClCCl.CO (dichloromethane methanol), [Cl-].[NH4+] (ammonium chloride). Reaction conditions: temperature -78 celsius, time 30 minute. Yields the product FC(C=1C=C(C=C(C1)C(F)(F)F)[C@@H](C)O[C@H]1OCC[C@H]([C@@H]1C1=CC=CC=C1)[C@@H](CCO)O)(F)F ((1R)-1-((2R,3R,4R)-{(1R)-1-[3,5-Bis(trifluoromethyl)phenyl]ethoxy}-tetrahydro-3-phenyl-2H-pyran-4-yl)-1,3-propanediol). Yield: 50.0%. Reaction SMILES: [CH2:1]([C@H:4]([C@@H:6]1[CH2:11][CH2:10][O:9][C@H:8]([O:12][C@@H:13]([C:15]2[CH:20]=[C:19]([C:21]([F:24])([F:23])[F:22])[CH:18]=[C:17]([C:25]([F:28])([F:27])[F:26])[CH:16]=2)[CH3:14])[C@H:7]1[C:29]1[CH:34]=[CH:33][CH:32]=[CH:31][CH:30]=1)[OH:5])[CH:2]=C.[BH4-].[Na+].[Cl-].[NH4+].ClCCl.C[OH:43]>>[F:22][C:21]([F:24])([F:23])[C:19]1[CH:20]=[C:15]([C@H:13]([O:12][C@@H:8]2[C@@H:7]([C:29]3[CH:30]=[CH:31][CH:32]=[CH:33][CH:34]=3)[C@H:6]([C@H:4]([OH:5])[CH2:1][CH2:2][OH:43])[CH2:11][CH2:10][O:9]2)[CH3:14])[CH:16]=[C:17]([C:25]([F:28])([F:27])[F:26])[CH:18]=1 |f:1.2,3.4,5.6|. Reported procedure: (2R,3R,4R,αR)-α-2-Propenyl-2-{(1R)-1-[3,5-bis(trifluoromethyl)phenyl]ethoxy}-tetrahydro-3-phenyl-2H-pyran-4-methanol (Description 31; 1.0 g, 2 mmol) was dissolved in dichloromethane/methanol (1:1, 30 mL), cooled to −78° C. and purged with nitrogen and then oxygen. Ozone was bubbled through the mixture for 15-20 minutes, until a blue coloration persisted. The mixture was purged with oxygen, then nitrogen, warmed to 0° C. and sodium borohydride (0.3 g, 8 mmol) was added in portions. The mixture wa... The reactants are CC(=O)[O-], CC(=O)O, O=Cc1ccc2ccccc2c1, C[N+](=O)[O-], [NH4+]. Product: O=[N+]([O-])C=Cc1ccc2ccccc2c1. Reaction SMILES: [CH3:18][C:19](=[O:20])[O-:21].[CH3:22][C:23](=[O:24])[OH:25].[CH:1](=[O:2])[c:3]1[cH:4][cH:5][c:6]2[cH:7][cH:8][cH:9][cH:10][c:11]2[cH:12]1.[N+:13](=[O:14])([O-:15])[CH3:16].[NH4+:17]>>[CH:1]([c:3]1[cH:4][cH:5][c:6]2[cH:7][cH:8][cH:9][cH:10][c:11]2[cH:12]1)=[CH:16][N+:13](=[O:14])[O-:15]. The reactants are ClCCl, COc1ccccc1CNC(=O)c1cc(C(F)(F)F)nn1-c1cccc(C(C)O)c1. Yields the product COc1ccccc1CNC(=O)c1cc(C(F)(F)F)nn1-c1cccc(C(C)=O)c1. Reaction SMILES: [Cl:31][CH2:32][Cl:33].[OH:1][CH:2]([CH3:3])[c:4]1[cH:5][c:6](-[n:10]2[n:11][c:12]([C:27]([F:28])([F:29])[F:30])[cH:13][c:14]2[C:15](=[O:16])[NH:17][CH2:18][c:19]2[c:20]([O:25][CH3:26])[cH:21][cH:22][cH:23][cH:24]2)[cH:7][cH:8][cH:9]1>>[O:1]=[C:2]([CH3:3])[c:4]1[cH:5][c:6](-[n:10]2[n:11][c:12]([C:27]([F:28])([F:29])[F:30])[cH:13][c:14]2[C:15](=[O:16])[NH:17][CH2:18][c:19]2[c:20]([O:25][CH3:26])[cH:21][cH:22][cH:23][cH:24]2)[cH:7][cH:8][cH:9]1. Reactants: (triimethylsilyl)diazomethane, O[C@@H]1C[C@@H](N(C1)C(=O)OC(C)(C)C)C(=O)O (cis-4-hydroxy-N-tert-butoxycarbonyl-D-proline), C[Si](C)(C)C=[N+]=[N-] ((trimethylsilyl)diazomethane). Solvent: CCCCCC (hexane), CCCCCC (hexane). Conditions: time 1 hour. Product: COC([C@@H]1N(C[C@@H](C1)O)C(=O)OC(C)(C)C)=O (N-tert-Butoxycarbonyl-cis-4-Hydroxy-D-Proline Methyl Ester). RXN SMILES: [OH:1][C@H:2]1[CH2:6][N:5]([C:7]([O:9][C:10]([CH3:13])([CH3:12])[CH3:11])=[O:8])[C@@H:4]([C:14]([OH:16])=[O:15])[CH2:3]1.[CH3:17][Si](C=[N+]=[N-])(C)C>CCCCCC>[CH3:17][O:15][C:14](=[O:16])[C@H:4]1[CH2:3][C@@H:2]([OH:1])[CH2:6][N:5]1[C:7]([O:9][C:10]([CH3:11])([CH3:12])[CH3:13])=[O:8]. Procedure: A solution of 2 M (triimethylsilyl)diazomethane in hexane (4 mL) was added to a solution of cis-4-hydroxy-N-tert-butoxycarbonyl-D-proline (916 mg) at 0° C. After stirring at room temperature for 1 hr, a solution of 2 M (trimethylsilyl)diazomethane in hexane (6 mL) was added additionally and stirred at room temperature for 30 min. The solvents were evaporated in vacuo to afford the title compound (971 mg) as a pale yellow oil. The reactants are CCO, NN, O, O=C1c2ccccc2C(=O)N1CCSCCCc1ccccc1. Yields the product NCCSCCCc1ccccc1. As a reaction SMILES: [CH3:27][CH2:28][OH:29].[NH2:25][NH2:26].[OH2:24].[c:1]1([CH2:7][CH2:8][CH2:9][S:10][CH2:11][CH2:12][N:13]2[C:14](=[O:15])[c:16]3[c:17]([cH:18][cH:19][cH:20][cH:21]3)[C:22]2=[O:23])[cH:2][cH:3][cH:4][cH:5][cH:6]1>>[c:1]1([CH2:7][CH2:8][CH2:9][S:10][CH2:11][CH2:12][NH2:13])[cH:2][cH:3][cH:4][cH:5][cH:6]1. Reactants: COC(=O)NC1CCC(C(=O)O)CC1, CN(C(=O)N(C)C1CNCC1c1ccc(F)cc1)c1cc(Cl)cc(Cl)c1, Cl. The product is COC(=O)NC1CCC(C(=O)N2CC(c3ccc(F)cc3)C(N(C)C(=O)N(C)c3cc(Cl)cc(Cl)c3)C2)CC1. Reaction SMILES: [CH3:28][O:29][C:30](=[O:31])[NH:32][CH:33]1[CH2:34][CH2:35][CH:36]([C:39](=[O:40])[OH:41])[CH2:37][CH2:38]1.[Cl:2][c:3]1[cH:4][c:5]([N:10]([C:11](=[O:12])[N:13]([CH3:14])[CH:15]2[CH2:16][NH:17][CH2:18][CH:19]2[c:20]2[cH:21][cH:22][c:23]([F:26])[cH:24][cH:25]2)[CH3:27])[cH:6][c:7]([Cl:9])[cH:8]1.[ClH:1]>>[Cl:2][c:3]1[cH:4][c:5]([N:10]([C:11](=[O:12])[N:13]([CH3:14])[CH:15]2[CH2:16][N:17]([C:39]([CH:36]3[CH2:35][CH2:34][CH:33]([NH:32][C:30]([O:29][CH3:28])=[O:31])[CH2:38][CH2:37]3)=[O:40])[CH2:18][CH:19]2[c:20]2[cH:21][cH:22][c:23]([F:26])[cH:24][cH:25]2)[CH3:27])[cH:6][c:7]([Cl:9])[cH:8]1.